From a dataset of the Open Reaction Database (ORD), a public repository of structured organic reaction records. describe an organic reaction: reactants, conditions, products, and yield Reactants: O[C@H]1CC[C@H]([C@@H](C1)C(=O)OCC)C (Ethyl (1R,2R,5S)-5-hydroxy-2-methylcyclohexane-1-carboxylate), [Cl-] (chloride), C1=CC=C(C=C1)P(C2=CC=CC=C2)C3=CC=CC=C3.N1C=NC=C1.II (Ph3P imidazole I2), C1=CC=C(C=C1)P(C2=CC=CC=C2)C3=CC=CC=C3.N1=C(C=CC=C1C)C.II (Ph3P 2,6-lutidine I2). The solvent is C(Cl)(Cl)(Cl)Cl (carbon tetrachloride). The product is I[C@@H]1CC[C@H]([C@@H](C1)C(=O)OCC)C (Ethyl (1R,2R,5R)-5-iodo-2-methylcyclohexane-1-carboxylate). RXN SMILES: O[C@@H:2]1[CH2:7][C@@H:6]([C:8]([O:10][CH2:11][CH3:12])=[O:9])[C@H:5]([CH3:13])[CH2:4][CH2:3]1.C1C=CC(P(C2C=CC=CC=2)C2C=CC=CC=2)=CC=1.N1C=CN=C1.[I:38]I.C1C=CC(P(C2C=CC=CC=2)C2C=CC=CC=2)=CC=1.N1C(C)=CC=CC=1C.II.[Cl-]>C(Cl)(Cl)(Cl)Cl>[I:38][C@H:2]1[CH2:7][C@@H:6]([C:8]([O:10][CH2:11][CH3:12])=[O:9])[C@H:5]([CH3:13])[CH2:4][CH2:3]1 |f:1.2.3,4.5.6|. Procedure details: reacting said ethyl (1R,2R,5S)-5-hydroxy-2-methylcyclohexane-1-carboxylate (12) with Ph3P-imidazole-I2 (or Ph3P-2,6-lutidine-I2) in a carbon tetrachloride/methlylene chloride mixture to produce ethyl (1R,2R,5R)-5-iodo-2-methylcyclohexane-1-carboxylate (4a). Yields the product COC(=O)CCc1ccc(OCc2ccc(CN(CCC(C)C)c3nc(-c4ccc(C(F)(F)F)cc4)cs3)cc2)cc1. Reactants: CC(C)CCNc1nc(-c2ccc(C(F)(F)F)cc2)cs1, CN(C)C=O, COC(=O)CCc1ccc(OCc2ccc(CCl)cc2)cc1, [H-], [Na+], O. RXN SMILES: [CH3:1][CH:2]([CH2:3][CH2:4][NH:5][c:6]1[s:7][cH:8][c:9](-[c:11]2[cH:12][cH:13][c:14]([C:17]([F:18])([F:19])[F:20])[cH:15][cH:16]2)[n:10]1)[CH3:21].[CH3:47][N:48]([CH3:49])[CH:50]=[O:51].[Cl:24][CH2:25][c:26]1[cH:27][cH:28][c:29]([CH2:30][O:31][c:32]2[cH:33][cH:34][c:35]([CH2:38][CH2:39][C:40](=[O:41])[O:42][CH3:43])[cH:36][cH:37]2)[cH:44][cH:45]1.[H-:22].[Na+:23].[OH2:46]>>[CH3:1][CH:2]([CH2:3][CH2:4][N:5]([c:6]1[s:7][cH:8][c:9](-[c:11]2[cH:12][cH:13][c:14]([C:17]([F:18])([F:19])[F:20])[cH:15][cH:16]2)[n:10]1)[CH2:25][c:26]1[cH:27][cH:28][c:29]([CH2:30][O:31][c:32]2[cH:33][cH:34][c:35]([CH2:38][CH2:39][C:40](=[O:41])[O:42][CH3:43])[cH:36][cH:37]2)[cH:44][cH:45]1)[CH3:21]. Starting materials: Br, Nc1nc(-c2ccc(OCc3ccccc3)cc2)cs1, Cl, Cc1ccc(S(=O)(=O)Cl)cc1, c1ccncc1. The product is Cc1ccc(S(=O)(=O)Nc2nc(-c3ccc(OCc4ccccc4)cc3)cs2)cc1. Reaction SMILES: [BrH:1].[CH2:2]([c:3]1[cH:4][cH:5][cH:6][cH:7][cH:8]1)[O:9][c:10]1[cH:11][cH:12][c:13](-[c:16]2[n:17][c:18]([NH2:21])[s:19][cH:20]2)[cH:14][cH:15]1.[ClH:33].[c:22]1([CH3:32])[cH:23][cH:24][c:25]([S:28](=[O:29])(=[O:30])[Cl:31])[cH:26][cH:27]1.[cH:34]1[cH:35][cH:36][n:37][cH:38][cH:39]1>>[CH2:2]([c:3]1[cH:4][cH:5][cH:6][cH:7][cH:8]1)[O:9][c:10]1[cH:11][cH:12][c:13](-[c:16]2[n:17][c:18]([NH:21][S:28]([c:25]3[cH:24][cH:23][c:22]([CH3:32])[cH:27][cH:26]3)(=[O:29])=[O:30])[s:19][cH:20]2)[cH:14][cH:15]1.